Task: describe an organic reaction: reactants, conditions, products, and yield. Dataset: the Open Reaction Database (ORD), a public repository of structured organic reaction records The reactants are CC#CCn1c(Br)nc2cn[nH]c(=O)c21, O=C([O-])[O-], CC(C)(C)OC(=O)N1CCNCC1, CN(C)C=O, [K+], [K+], O. Yields the product CC#CCn1c(N2CCN(C(=O)OC(C)(C)C)CC2)nc2cn[nH]c(=O)c21. RXN SMILES: [Br:1][c:2]1[n:3]([CH2:12][C:13]#[C:14][CH3:15])[c:4]2[c:5]([cH:6][n:7][nH:8][c:9]2=[O:10])[n:11]1.[C:16](=[O:17])([O-:18])[O-:19].[C:22]([CH3:23])([CH3:24])([CH3:25])[O:26][C:27](=[O:28])[N:29]1[CH2:30][CH2:31][NH:32][CH2:33][CH2:34]1.[CH3:36][N:37]([CH3:38])[CH:39]=[O:40].[K+:20].[K+:21].[OH2:35]>>[c:2]1([N:32]2[CH2:31][CH2:30][N:29]([C:27]([O:26][C:22]([CH3:23])([CH3:24])[CH3:25])=[O:28])[CH2:34][CH2:33]2)[n:3]([CH2:12][C:13]#[C:14][CH3:15])[c:4]2[c:5]([cH:6][n:7][nH:8][c:9]2=[O:10])[n:11]1. Starting materials: CC1=NNC(=C1)C=O (3-methyl-1H-pyrazole-5-aldehyde), CC1(CC(NC2=CC(=C(C=C12)N)N)=O)C (4,4-dimethyl-6,7-diamino-1,2,3,4-tetrahydroquinolin-2-one), S(=O)(O)[O-].[Na+] (sodium hydrogen sulphite), O (water). Solvent: C(C)O (ethanol). The product is CC1(CC(NC=2C=C3C(=CC12)NC(=N3)C3=CC(=NN3)C)=O)C (8,8-Dimethyl-2-(3-methyl-1H-pyrazol-5-yl)-5,6,7,8-tetrahydro-1H-imidazo[4,5-g]quinolin-6-one). As a reaction SMILES: [CH3:1][C:2]1[CH:6]=[C:5]([CH:7]=O)[NH:4][N:3]=1.S([O-])(O)=O.[Na+].O.[CH3:15][C:16]1([CH3:29])[C:25]2[C:20](=[CH:21][C:22]([NH2:27])=[C:23]([NH2:26])[CH:24]=2)[NH:19][C:18](=[O:28])[CH2:17]1>C(O)C>[CH3:15][C:16]1([CH3:29])[C:25]2[CH:24]=[C:23]3[NH:26][C:7]([C:5]4[NH:4][N:3]=[C:2]([CH3:1])[CH:6]=4)=[N:27][C:22]3=[CH:21][C:20]=2[NH:19][C:18](=[O:28])[CH2:17]1 |f:1.2|. Procedure: 1.5 g. (13.6 mmole) 3-methyl-1H-pyrazole-5-aldehyde was stirred with 4.5 g. sodium hydrogen sulphite in 9 ml. water for 3 hours at 60° C. The evaporation residue was stirred with 2.79 g. (13.6 mmole) 4,4-dimethyl-6,7-diamino-1,2,3,4-tetrahydroquinolin-2-one and 40 ml. ethanol for 3 hours at 60° C. while passing through air. Half of the ethanol was distilled off, water was added and the residue was filtered off with suction and recrystallized from ethyl acetate/methanol to give 3.3 g. (82.5% of t... Reactants: BrCC1=CC=C(C=C1)OC (1-(Bromomethyl)-4-methoxybenzene), II (iodine), COC=1C=CC=C(C1C=2C=CC=CC2P(C3CCCCC3)C4CCCCC4)OC (S-Phos), BrC=1C=NC=CC1 (3-bromopyridine). The reagents and catalysts are [Zn] (Zinc), C=1C=CC(=CC1)/C=C/C(=O)/C=C/C2=CC=CC=C2.C=1C=CC(=CC1)/C=C/C(=O)/C=C/C2=CC=CC=C2.C=1C=CC(=CC1)/C=C/C(=O)/C=C/C2=CC=CC=C2.[Pd].[Pd] (Pd2 dba3). The solvent is CN(C)C=O (DMF), CN(C)C=O (DMF). Reaction conditions: temperature 0 celsius, time 20 minute. Product: COC1=CC=C(CC=2C=NC=CC2)C=C1 (3-(4-methoxybenzyl)pyridine). Reaction SMILES: II.Br[CH2:4][C:5]1[CH:10]=[CH:9][C:8]([O:11][CH3:12])=[CH:7][CH:6]=1.COC1C=CC=C(OC)C=1C1C=CC=CC=1P(C1CCCCC1)C1CCCCC1.Br[C:43]1[CH:44]=[N:45][CH:46]=[CH:47][CH:48]=1>CN(C=O)C.[Zn].C1C=CC(/C=C/C(/C=C/C2C=CC=CC=2)=O)=CC=1.C1C=CC(/C=C/C(/C=C/C2C=CC=CC=2)=O)=CC=1.C1C=CC(/C=C/C(/C=C/C2C=CC=CC=2)=O)=CC=1.[Pd].[Pd]>[CH3:12][O:11][C:8]1[CH:9]=[CH:10][C:5]([CH2:4][C:43]2[CH:44]=[N:45][CH:46]=[CH:47][CH:48]=2)=[CH:6][CH:7]=1 |f:6.7.8.9.10|. Procedure: Zinc (0.976 g, 14.9 mmol) and iodine (0.025 g, 0.100 mmol) were added to a flame-dried flask (25 mL) and heated with a heat gun under vacuum for 10 min. The flask was cooled to 0° C. and DMF (5 mL) was added. 1-(Bromomethyl)-4-methoxybenzene (1.43 mL, 9.95 mmol) was added as a solution in DMF (5 mL) and the mixture was stirred for 20 min at 0° C., then RT for 20 min. S-Phos (0.490 g, 1.19 mmol), Pd2 dba3 (0.273 g, 0.299 mmol), and 3-bromopyridine (0.976 mL, 9.95 mmol) were added and the mixture ... Starting materials: Cl.Cl.COC([C@H](CC1=CC=C(C=C1)C1=C(C(=NC=C1)C)C)NC(=O)[C@H]1NCC=2C=C3C(=CC2C1)OC[C@@H](O3)C3=CC=C(C=C3)OCC3=CC(=C(C=C3)Cl)Cl)=O ((S)-2-({(3S,8S)-3-[4-(3,4-Dichloro-benzyloxy)-phenyl]-2,3,6,7,8,9-hexahydro-[1,4]dioxino[2,3-g]isoquinoline-8-carbonyl}-amino)-3-[4-(2,3-dimethyl-pyridin-4-yl)-phenyl]-propionic acid methyl ester bis hydrochloride), COC([C@H](CC1=CC=C(C=C1)C1=C(C(=NC=C1)C)C)NC(=O)[C@H]1N(CC=2C=C3C(=CC2C1)OC[C@@H](O3)C3=CC=C(C=C3)OCC3=CC(=C(C=C3)Cl)Cl)C(=O)C=3N=C(OC3C)C)=O ((S)-2-{[(3S,8S)-3-[4-(3,4-dichloro-benzyloxy)-phenyl]-7-(2,5-dimethyl-oxazole-4-carbonyl)-2,3,6,7,8,9-hexahydro-[1,4]dioxino[2,3-g]isoquinoline-8-carbonyl]-amino}-3-[4-(2,3-dimethyl-pyridin-4-yl)-phenyl]-propionic acid methyl ester). The product is ClC=1C=C(COC2=CC=C(C=C2)[C@@H]2OC=3C(=CC=4C[C@H](N(CC4C3)C(=O)C=3N=C(OC3C)C)C(=O)N[C@H](C(=O)O)CC3=CC=C(C=C3)C3=C(C(=NC=C3)C)C)OC2)C=CC1Cl ((S)-2-{[(3S,8S)-3-[4-(3,4-Dichloro-benzyloxy)-phenyl]-7-(2,5-dimethyl-oxazole-4-carbonyl)-2,3,6,7,8,9-hexahydro-[1,4]dioxino[2,3-g]isoquinoline-8-carbonyl]-amino}-3-[4-(2,3-dimethyl-pyridin-4-yl)-phenyl]-propionic acid). As a reaction SMILES: Cl.Cl.COC(=O)[C@@H](NC([C@@H]1CC2C=C3OC[C@H](C4C=CC(OCC5C=CC(Cl)=C(Cl)C=5)=CC=4)OC3=CC=2CN1)=O)CC1C=CC(C2C=CN=C(C)C=2C)=CC=1.C[O:57][C:58](=[O:117])[C@@H:59]([NH:75][C:76]([C@@H:78]1[CH2:87][C:86]2[CH:85]=[C:84]3[O:88][CH2:89][C@H:90]([C:92]4[CH:97]=[CH:96][C:95]([O:98][CH2:99][C:100]5[CH:105]=[CH:104][C:103]([Cl:106])=[C:102]([Cl:107])[CH:101]=5)=[CH:94][CH:93]=4)[O:91][C:83]3=[CH:82][C:81]=2[CH2:80][N:79]1[C:108]([C:110]1[N:111]=[C:112]([CH3:116])[O:113][C:114]=1[CH3:115])=[O:109])=[O:77])[CH2:60][C:61]1[CH:66]=[CH:65][C:64]([C:67]2[CH:72]=[CH:71][N:70]=[C:69]([CH3:73])[C:68]=2[CH3:74])=[CH:63][CH:62]=1>>[Cl:107][C:102]1[CH:101]=[C:100]([CH:105]=[CH:104][C:103]=1[Cl:106])[CH2:99][O:98][C:95]1[CH:96]=[CH:97][C:92]([C@H:90]2[CH2:89][O:88][C:84]3=[CH:85][C:86]4[CH2:87][C@@H:78]([C:76]([NH:75][C@@H:59]([CH2:60][C:61]5[CH:66]=[CH:65][C:64]([C:67]6[CH:72]=[CH:71][N:70]=[C:69]([CH3:73])[C:68]=6[CH3:74])=[CH:63][CH:62]=5)[C:58]([OH:117])=[O:57])=[O:77])[N:79]([C:108]([C:110]5[N:111]=[C:112]([CH3:116])[O:113][C:114]=5[CH3:115])=[O:109])[CH2:80][C:81]=4[CH:82]=[C:83]3[O:91]2)=[CH:93][CH:94]=1 |f:0.1.2|. Reported procedure: (S)-2-({(3S,8S)-3-[4-(3,4-Dichloro-benzyloxy)-phenyl]-2,3,6,7,8,9-hexahydro-[1,4]dioxino[2,3-g]isoquinoline-8-carbonyl}-amino)-3-[4-(2,3-dimethyl-pyridin-4-yl)-phenyl]-propionic acid methyl ester bis hydrochloride (25 mg) was converted to (S)-2-{[(3S,8S)-3-[4-(3,4-dichloro-benzyloxy)-phenyl]-7-(2,5-dimethyl-oxazole-4-carbonyl)-2,3,6,7,8,9-hexahydro-[1,4]dioxino[2,3-g]isoquinoline-8-carbonyl]-amino}-3-[4-(2,3-dimethyl-pyridin-4-yl)-phenyl]-propionic acid methyl ester according to General Procedur... Reactants: C1(CCCCC1)C1=NC2(C(N1)=O)CCN(CC2)S(=O)(=O)CCC2=C(C=CC=C2)C (2-Cyclohexyl-8-(2-o-tolyl-ethanesulfonyl)-1,3,8-triaza-spiro[4.5]dec-1-en-4-one), COC=1C=CC(=CC1)P2(=S)SP(=S)(S2)C=3C=CC(=CC3)OC (Lawesson's reagent). Solvent: C1(=CC=CC=C1)C (toluene). Run at temperature 110 celsius, time 8 hour. Yields the product C1(CCCCC1)C1=NC2(C(N1)=S)CCN(CC2)S(=O)(=O)CCC2=C(C=CC=C2)C (2-cyclohexyl-8-(2-o-tolyl-ethanesulfonyl)-1,3,8-triaza-spiro[4.5]dec-1-ene-4-thione). The yield is 44.5%. As a reaction SMILES: [CH:1]1([C:7]2[NH:11][C:10](=O)[C:9]3([CH2:17][CH2:16][N:15]([S:18]([CH2:21][CH2:22][C:23]4[CH:28]=[CH:27][CH:26]=[CH:25][C:24]=4[CH3:29])(=[O:20])=[O:19])[CH2:14][CH2:13]3)[N:8]=2)[CH2:6][CH2:5][CH2:4][CH2:3][CH2:2]1.COC1C=CC(P2(SP(C3C=CC(OC)=CC=3)(=S)S2)=[S:39])=CC=1>C1(C)C=CC=CC=1>[CH:1]1([C:7]2[NH:11][C:10](=[S:39])[C:9]3([CH2:17][CH2:16][N:15]([S:18]([CH2:21][CH2:22][C:23]4[CH:28]=[CH:27][CH:26]=[CH:25][C:24]=4[CH3:29])(=[O:20])=[O:19])[CH2:14][CH2:13]3)[N:8]=2)[CH2:6][CH2:5][CH2:4][CH2:3][CH2:2]1. Procedure: 2-Cyclohexyl-8-(2-o-tolyl-ethanesulfonyl)-1,3,8-triaza-spiro[4.5]dec-1-en-4-one (24.2 mg, 0.058 mmol), Lawesson's reagent (48.3 mg, 0.116 mmol) and toluene (1.16 ml) were added to a sealed test tube and stirred at 110° C. overnight. The reaction mixture was cooled to ambient temperature, and the solvent was then distilled off under reduced pressure. The residue was purified by column chromatography (silica gel, CH2Cl2-MeOH) to give 2-cyclohexyl-8-(2-o-tolyl-ethanesulfonyl)-1,3,8-triaza-spiro[4.5...